From a dataset of the Open Reaction Database (ORD), a public repository of structured organic reaction records. describe an organic reaction: reactants, conditions, products, and yield Starting materials: [H-].[Na+] (sodium hydride), CNC(C1=CC=CC=C1)=O (N-methylbenzamide), O (water), BrC1C=CCCCC1 (3-bromocycloheptene). Solvent: CN(C=O)C (dimethylformamide), CN(C=O)C (dimethylformamide). Run at time 15 minute. Product: CN(C(C1=CC=CC=C1)=O)C1C=CCCCC1 (N-methyl-N-(2-cycloheptenyl)benzamide). Isolated yield 40.1%. As a reaction SMILES: [H-].[Na+].[CH3:3][NH:4][C:5](=[O:12])[C:6]1[CH:11]=[CH:10][CH:9]=[CH:8][CH:7]=1.Br[CH:14]1[CH2:20][CH2:19][CH2:18][CH2:17][CH:16]=[CH:15]1.O>CN(C)C=O>[CH3:3][N:4]([CH:20]1[CH2:19][CH2:18][CH2:17][CH2:16][CH:15]=[CH:14]1)[C:5](=[O:12])[C:6]1[CH:11]=[CH:10][CH:9]=[CH:8][CH:7]=1 |f:0.1|. Procedure: To a suspension (10 ml) of sodium hydride (0.24 g, 10 mmoles) in dimethylformamide was added dropwise at 0° C. a dimethylformamide solution (1 ml) of N-methylbenzamide (1.35 g, 10 mmoles). After completion of the addition, the temperature was raised to room temperature, and after stirring for 15 minutes, 3-bromocycloheptene (1.75 g, 10 mmoles) was added dropwise. The resulting mixture was stirred at room temperature for 24 hours, poured into water (20 ml) and extracted with ether. The oily produ... Reactants: Br (hydrogen bromide), BrBr (bromine), NC1=C(C=C(C=C1)N1C(=NC(=C1)C)C)C(F)(F)F (1-(4-Amino-3-trifluoromethylphenyl)-2,4-dimethylimidazole). Run in C(C)(=O)O (acetic acid), C(C)(=O)O (acetic acid), C(C)(=O)O (acetic acid). The product is BrC=1C=C(C=C(C1N)C(F)(F)F)N1C(=NC(=C1)C)C (1-(3-bromo-4-amino-5-trifluoromethylphenyl)-2,4-dimethylimidazole). RXN SMILES: [NH2:1][C:2]1[CH:7]=[CH:6][C:5]([N:8]2[CH:12]=[C:11]([CH3:13])[N:10]=[C:9]2[CH3:14])=[CH:4][C:3]=1[C:15]([F:18])([F:17])[F:16].[BrH:19].BrBr>C(O)(=O)C>[Br:19][C:7]1[CH:6]=[C:5]([N:8]2[CH:12]=[C:11]([CH3:13])[N:10]=[C:9]2[CH3:14])[CH:4]=[C:3]([C:15]([F:18])([F:17])[F:16])[C:2]=1[NH2:1]. Procedure: 1-(4-Amino-3-trifluoromethylphenyl)-2,4-dimethylimidazole (10 g) was dissolved in glacial acetic acid (70 cm3). A solution of 45% w/w hydrogen bromide in glacial acetic acid (7.4 cm3) was added. A solution of bromine (2.1 cm3) in glacial acetic acid (30 cm3) was then added dropwise. The mixture was heated at 70° for 3 hours, cooled, concentrated to a small volume by evaporation in vacuo, and basified to pH 8 by addition of aqueous sodium carbonate solution. The aqueous phase was extracted with c... Reactants: ClC1=CC=C(\C=N\C2=C3COC(C3=CC=C2)=O)C=C1 ((E)-4-(4-chlorobenzylideneamino)isobenzofuran-1(3H)-one), CN1C(=NC=C1)C=O (N-methyl-2-imidazolecarbaldehyde), [O-]CC.[Na+] (sodium ethoxide), C(C)O (ethanol). The solvent is C(CC)(=O)OCC (ethyl propionate). Reaction conditions: temperature 0 celsius, time 2 hour. Product: ClC1=CC=C(C=C1)C1NC=2C=CC=C(C2C(C1C=1N(C=CN1)C)=O)C(=O)OCC (Ethyl 2-(4-chlorophenyl)-3-(1-methyl-1H-imidazol-2-yl)-4-oxo-1,2,3,4-tetrahydroquinoline-5-carboxylate). Isolated yield 20.0%. RXN SMILES: [Cl:1][C:2]1[CH:19]=[CH:18][C:5](/[CH:6]=[N:7]/[C:8]2[CH:16]=[CH:15][CH:14]=[C:13]3[C:9]=2[CH2:10][O:11][C:12]3=[O:17])=[CH:4][CH:3]=1.[CH3:20][N:21]1[CH:25]=[CH:24][N:23]=[C:22]1[CH:26]=O.[O-:28][CH2:29][CH3:30].[Na+].C(O)C>C(OCC)(=O)CC>[Cl:1][C:2]1[CH:3]=[CH:4][C:5]([CH:6]2[CH:26]([C:22]3[N:21]([CH3:20])[CH:25]=[CH:24][N:23]=3)[C:29](=[O:28])[C:30]3[C:13]([C:12]([O:11][CH2:10][CH3:9])=[O:17])=[CH:14][CH:15]=[CH:16][C:8]=3[NH:7]2)=[CH:18][CH:19]=1 |f:2.3|. Procedure: A mixture of (E)-4-(4-chlorobenzylideneamino)isobenzofuran-1(3H)-one (500 mg, 1.85 mmol) and N-methyl-2-imidazolecarbaldehyde (222 mg, 2.1 mmol) in ethyl propionate (20 mL) was cooled to 0° C. Then a solution of sodium ethoxide in ethanol (sodium (174 mg, 7.4 mmol) in ethanol (10 mL)) was added dropwise. After the addition, the mixture was stirred at room temperature for 2 hr. The mixture was quenched with water (10 mL) and solvent was removed in vacuum. The residue was dissolved in water, and t... Yield: 71.9%. Starting materials: BrC1=CC=C(C=C1)[N+](=O)[O-] (1-bromo-4-nitrobenzene), N1=CC=C(C=C1)B(O)O (4-pyridinylboronic acid), C(=O)([O-])[O-].[Na+].[Na+] (Na2CO3), COCCOC (DME). As a reaction SMILES: Br[C:2]1[CH:7]=[CH:6][C:5]([N+:8]([O-:10])=[O:9])=[CH:4][CH:3]=1.[N:11]1[CH:16]=[CH:15][C:14](B(O)O)=[CH:13][CH:12]=1.C([O-])([O-])=O.[Na+].[Na+].COCCOC>C1C=CC([P]([Pd]([P](C2C=CC=CC=2)(C2C=CC=CC=2)C2C=CC=CC=2)([P](C2C=CC=CC=2)(C2C=CC=CC=2)C2C=CC=CC=2)[P](C2C=CC=CC=2)(C2C=CC=CC=2)C2C=CC=CC=2)(C2C=CC=CC=2)C2C=CC=CC=2)=CC=1.O>[N+:8]([C:5]1[CH:6]=[CH:7][C:2]([C:14]2[CH:15]=[CH:16][N:11]=[CH:12][CH:13]=2)=[CH:3][CH:4]=1)([O-:10])=[O:9] |f:2.3.4,^1:35,37,56,75|. Solvent: O (H2O). Reported procedure: To a 25 mL round bottom flask is added 1-bromo-4-nitrobenzene (404 mg, 2.0 mmol), 4-pyridinylboronic acid (248 mg, 2.0 mmol), Na2CO3 (424 mg, 4.0 mmol) and Pd(PPh3)4 (100 mg, 0.087 mmol), DME (10 mL) and H2O (3 mL). The mixture is degassed and heated at reflux for 14 h. TLC is used to establish the completion of starting bromide, the mixture is allowed to cool to room temperature. EtOAc is added, and the EtOAc layer is washed with H2O (15 mL) and brine (10 mL) and dried over MgSO4. After removal... The reagents and catalysts are C=1C=CC(=CC1)[P](C=2C=CC=CC2)(C=3C=CC=CC3)[Pd]([P](C=4C=CC=CC4)(C=5C=CC=CC5)C=6C=CC=CC6)([P](C=7C=CC=CC7)(C=8C=CC=CC8)C=9C=CC=CC9)[P](C=1C=CC=CC1)(C=1C=CC=CC1)C=1C=CC=CC1 (Pd(PPh3)4). Product: [N+](=O)([O-])C1=CC=C(C=C1)C1=CC=NC=C1 (4-(4-nitro-phenyl)-pyridine). The reactants are C1CCOC1, CO, Cc1cc(Cl)nc(Cl)c1C(=O)O, Cl, [H-], [Na+]. Product: COc1nc(Cl)cc(C)c1C(=O)O. As a reaction SMILES: [CH2:18]1[O:19][CH2:20][CH2:21][CH2:22]1.[CH3:3][OH:4].[Cl:5][c:6]1[n:7][c:8]([Cl:16])[cH:9][c:10]([CH3:15])[c:11]1[C:12](=[O:13])[OH:14].[ClH:17].[H-:2].[Na+:1]>>[CH3:3][O:4][c:6]1[n:7][c:8]([Cl:16])[cH:9][c:10]([CH3:15])[c:11]1[C:12](=[O:13])[OH:14]. Starting materials: ClC1=C(C=CC(=C1)NC1=CC=C(C=C1)C(F)(F)F)C(=O)C1=C(C=CC(=C1)[N+](=O)[O-])C ([2-Chloro-4-(4-trifluoromethyl-phenylamino)-phenyl]-(2-methyl-5-nitro-phenyl)-methanone), BrC1=CC(=C(C=C1)C(=O)C1=C(C=CC(=C1)[N+](=O)[O-])C)Cl ((4-Bromo-2-chloro-phenyl)-(2-methyl-5-nitro-phenyl)-methanone), ClC=1C=C(C=CC1)N (3-chloro-phenylamine). Yields the product ClC1=C(C=CC(=C1)NC1=CC(=CC=C1)Cl)C(=O)C1=C(C=CC(=C1)[N+](=O)[O-])C ([2-Chloro-4-(3-chloro-phenylamino)-phenyl]-(2-methyl-5-nitro-phenyl)-methanone). Reaction SMILES: [Cl:1][C:2]1[CH:7]=[C:6]([NH:8][C:9]2[CH:14]=[CH:13][C:12](C(F)(F)F)=[CH:11][CH:10]=2)[CH:5]=[CH:4][C:3]=1[C:19]([C:21]1[CH:26]=[C:25]([N+:27]([O-:29])=[O:28])[CH:24]=[CH:23][C:22]=1[CH3:30])=[O:20].BrC1C=CC(C(C2C=C([N+]([O-])=O)C=CC=2C)=O)=C([Cl:50])C=1.ClC1C=C(N)C=CC=1>>[Cl:1][C:2]1[CH:7]=[C:6]([NH:8][C:9]2[CH:14]=[CH:13][CH:12]=[C:11]([Cl:50])[CH:10]=2)[CH:5]=[CH:4][C:3]=1[C:19]([C:21]1[CH:26]=[C:25]([N+:27]([O-:29])=[O:28])[CH:24]=[CH:23][C:22]=1[CH3:30])=[O:20]. Procedure details: The reaction was carried out similarly as described in the preparation of compound 414, using compound 402 (2.82 mmol) and 3-chloro-phenylamine (3.10 mmol). The crude product was purified by continuous gradient flash chromatography using EtOAc/petroleum ether (40-60) 0:100 to 30:70 as the eluent to afford the title compound as yellow foam. Procedure details: The entitled compound was obtained as a pale yellow solid in the same method as in Example 202 or in accordance with the method or by combining it with an ordinary method but using 4-(2-fluoro-phenoxy)-5-(6-ethanesulfonyl-pyridin-3-yloxy)-benzene-1,2-diamine obtained in Example 223 and 1H-pyrazole-3-carboxaldehyde. The reactants are FC1=C(OC2=CC3=C(NC(=N3)C3=NC=CC=C3)C=C2OC=2C=NC(=CC2)S(=O)(=O)CC)C=CC=C1 (5-(2-Fluoro-phenoxy)-2-pyridin-2-yl-6-(6-ethanesulfonyl-pyridin-3-yloxy)-1H-benzimidazole), N1N=C(C=C1)C=O (1H-pyrazole-3-carboxaldehyde). As a reaction SMILES: [F:1][C:2]1[CH:35]=[CH:34][CH:33]=[CH:32][C:3]=1[O:4][C:5]1[C:19]([O:20][C:21]2[CH:22]=[N:23][C:24]([S:27]([CH2:30][CH3:31])(=[O:29])=[O:28])=[CH:25][CH:26]=2)=[CH:18][C:8]2[NH:9][C:10]([C:12]3[CH:17]=[CH:16]C=C[N:13]=3)=[N:11][C:7]=2[CH:6]=1.[NH:36]1C=CC(C=O)=N1>>[F:1][C:2]1[CH:35]=[CH:34][CH:33]=[CH:32][C:3]=1[O:4][C:5]1[C:19]([O:20][C:21]2[CH:22]=[N:23][C:24]([S:27]([CH2:30][CH3:31])(=[O:28])=[O:29])=[CH:25][CH:26]=2)=[CH:18][C:8]2[NH:9][C:10]([C:12]3[CH:17]=[CH:16][NH:36][N:13]=3)=[N:11][C:7]=2[CH:6]=1. The product is FC1=C(OC2=CC3=C(NC(=N3)C3=NNC=C3)C=C2OC=2C=NC(=CC2)S(=O)(=O)CC)C=CC=C1 (5-(2-Fluoro-phenoxy)-2-(1H-pyrazol-3-yl)-6-(6-ethanesulfonyl-pyridin-3-yloxy)-1H-benzimidazole). The reactants are ice, FC(C=1C=C(C=CC1)O)(F)F (3-(trifluoromethyl)phenol), CC(=O)C1=CC=C(C=C1)F (4-fluoroacetophenone), C([O-])([O-])=O.[K+].[K+] (potassium carbonate). The solvent is CC(=O)N(C)C (dimethylacetamide). Product: FC(C=1C=C(OC2=CC=C(C=C2)C(C)=O)C=CC1)(F)F (4'-[3-(Trifluoromethyl)phenoxy]acetophenone). Reaction SMILES: [F:1][C:2]([F:11])([F:10])[C:3]1[CH:4]=[C:5]([OH:9])[CH:6]=[CH:7][CH:8]=1.[CH3:12][C:13]([C:15]1[CH:20]=[CH:19][C:18](F)=[CH:17][CH:16]=1)=[O:14].C(=O)([O-])[O-].[K+].[K+]>CC(N(C)C)=O>[F:1][C:2]([F:10])([F:11])[C:3]1[CH:4]=[C:5]([CH:6]=[CH:7][CH:8]=1)[O:9][C:18]1[CH:19]=[CH:20][C:15]([C:13](=[O:14])[CH3:12])=[CH:16][CH:17]=1 |f:2.3.4|. Procedure: A stirred mixture of 90.6 g of 3-(trifluoromethyl)phenol, 55.2 g of 4-fluoroacetophenone and 400 ml of dry dimethylacetamide was treated under argon with 71.9 g of anhydrous potassium carbonate in portions. The mixture was stirred and refluxed at 155°-160° C. on an oil bath for 18 hours. The mixture was cooled, poured into 1.5 Kg of ice and extracted with three portions of ether. The extracts were combined, washed successively with water, three 100 ml. portions of cold 1N sodium hydroxide, water...